From a dataset of the Open Reaction Database (ORD), a public repository of structured organic reaction records. describe an organic reaction: reactants, conditions, products, and yield RXN SMILES: OS(O)(=O)=O.[OH:6][C:7]1[CH:22]=[CH:21][C:10]2[NH:11][C:12]([CH2:17][C:18]([OH:20])=[O:19])=[N:13][S:14](=[O:16])(=[O:15])[C:9]=2[CH:8]=1.[CH3:23][CH2:24]O>>[CH2:23]([O:19][C:18](=[O:20])[CH2:17][C:12]1[NH:11][C:10]2[CH:21]=[CH:22][C:7]([OH:6])=[CH:8][C:9]=2[S:14](=[O:16])(=[O:15])[N:13]=1)[CH3:24]. The product is C(C)OC(CC1=NS(C2=C(N1)C=CC(=C2)O)(=O)=O)=O ((7-Hydroxy-1,1-dioxo-1,4-dihydro-1λ6-benzo[1,2,4]thiadiazin-3-yl)-acetic acid ethyl ester). The reactants are OS(=O)(=O)O (H2SO4), OC1=CC2=C(NC(=NS2(=O)=O)CC(=O)O)C=C1 ((7-Hydroxy-1,1-dioxo-1,4-dihydro-1λ6-benzo[1,2,4]thiadiazin-3-yl)-acetic acid), CCO (EtOH). Reaction conditions: temperature 80 celsius. Procedure: EtOH (15 mL) and 150 μL of H2SO4 (conc.) were added into the compound 10c (5.03 mmol) and the mixture was heated to 80° C. for 45 minutes with stirring. The solvent was partially evaporated to half of the original volume under reduced pressure. EtOAc (30 mL) was added and the resulted mixture was washed with H2O (15 mL×3) via extraction. The aqueous layer was back extracted with EtOAc once (60 mL) and the combined organic layer was dried over anhydrous MgSO4, filtered, concentrated to give the d... Reactants: CC(NC=O)(C(=O)O)c1ccccc1, Cl. RXN SMILES: [CH:1](=[O:2])[NH:3][C:4]([C:5](=[O:6])[OH:7])([CH3:8])[c:9]1[cH:10][cH:11][cH:12][cH:13][cH:14]1.[ClH:15]>>[ClH:15].[NH2:3][C:4]([C:5](=[O:6])[OH:7])([CH3:8])[c:9]1[cH:10][cH:11][cH:12][cH:13][cH:14]1. Yields the product Cl, CC(N)(C(=O)O)c1ccccc1. The reactants are COC=1C=C(C=CC1OC)C1CNC(O1)=O (5-(3,4-dimethoxyphenyl)-2oxazolidinone), [H-].[Na+] (sodium hydride), CI (methyl iodide). Run in CN(C=O)C (dimethylformamide), CN(C=O)C (dimethylformamide). Run at time 40 minute. Product: COC=1C=C(C=CC1OC)C1CN(C(O1)=O)C (5-(3,4-dimethoxyphenyl)-3-methyl-2-oxazolidinone). Yield: 60.0%. As a reaction SMILES: [CH3:1][O:2][C:3]1[CH:4]=[C:5]([CH:11]2[O:15][C:14](=[O:16])[NH:13][CH2:12]2)[CH:6]=[CH:7][C:8]=1[O:9][CH3:10].[H-].[Na+].[CH3:19]I>CN(C)C=O>[CH3:1][O:2][C:3]1[CH:4]=[C:5]([CH:11]2[O:15][C:14](=[O:16])[N:13]([CH3:19])[CH2:12]2)[CH:6]=[CH:7][C:8]=1[O:9][CH3:10] |f:1.2|. Reported procedure: 10 mmol of 5-(3,4-dimethoxyphenyl)-2oxazolidinone is dissolved in 20 ml. of absolute dimethylformamide and combined with 11 mmol of sodium hydride. The mixture is then stirred for 40 minutes at 40°. After cooling, 20 mmol of methyl iodide in 5 ml. of dimethylformamide is added dropwise and thereafter the reaction mixture is agitated for 6 hours at 50°. After the dimethylformamide has been removed by evaporation, the mixture is taken up in chloroform and then washed first with a small amount of w... Starting materials: CO, CC(C#N)(c1ccc(Cl)c(C(F)(F)F)c1)c1ccc([N+](=O)[O-])cc1Cl, [H][H], c1ccsc1. Yields the product CC(C#N)(c1ccc(Cl)c(C(F)(F)F)c1)c1ccc(N)cc1Cl. Reaction SMILES: [CH3:33][OH:34].[Cl:1][c:2]1[c:3]([C:22]([F:23])([F:24])[F:25])[cH:4][c:5]([C:8]([C:9]#[N:10])([CH3:11])[c:12]2[c:13]([Cl:21])[cH:14][c:15]([N+:18]([O-:19])=[O:20])[cH:16][cH:17]2)[cH:6][cH:7]1.[H:31][H:32].[cH:26]1[cH:27][s:28][cH:29][cH:30]1>>[Cl:1][c:2]1[c:3]([C:22]([F:23])([F:24])[F:25])[cH:4][c:5]([C:8]([C:9]#[N:10])([CH3:11])[c:12]2[c:13]([Cl:21])[cH:14][c:15]([NH2:18])[cH:16][cH:17]2)[cH:6][cH:7]1. Reactants: O (water), N[C@H]1CC(N(C1)C1=NN(C=C1NC(=O)C=1N=C(OC1)C1=CC(=NC=C1)N(C(OC(C)(C)C)=O)CC(F)(F)F)C)=O (tert-butyl (4-(4-((3-((4S)-4-amino-2-oxopyrrolidin-1-yl)-1-methyl-1H-pyrazol-4-yl)carbamoyl)-1,3-oxazol-2-yl)pyridin-2-yl)(2,2,2-trifluoroethyl)carbamate), C(O)([O-])=O.[Na+] (sodium hydrogen carbonate), C(CBr)OCCBr (2,2′-dibromodiethyl ether). Run in C1(=CC=CC=C1)C (toluene). Conditions: temperature 100 celsius, time 8 hour. Product: CN1N=C(C(=C1)NC(=O)C=1N=C(OC1)C1=CC(=NC=C1)NCC(F)(F)F)N1C(C[C@@H](C1)N1CCOCC1)=O (N-(1-methyl-3-((4S)-4-(morpholin-4-yl)-2-oxopyrrolidin-1-yl)-1H-pyrazol-4-yl)-2-(2-((2,2,2-trifluoroethyl)amino)pyridin-4-yl)-1,3-oxazole-4-carboxamide). RXN SMILES: [NH2:1][C@@H:2]1[CH2:6][N:5]([C:7]2[C:11]([NH:12][C:13]([C:15]3[N:16]=[C:17]([C:20]4[CH:25]=[CH:24][N:23]=[C:22]([N:26]([CH2:34][C:35]([F:38])([F:37])[F:36])C(=O)OC(C)(C)C)[CH:21]=4)[O:18][CH:19]=3)=[O:14])=[CH:10][N:9]([CH3:39])[N:8]=2)[C:4](=[O:40])[CH2:3]1.C(=O)([O-])O.[Na+].[CH2:46]([O:49][CH2:50][CH2:51]Br)[CH2:47]Br.O>C1(C)C=CC=CC=1>[CH3:39][N:9]1[CH:10]=[C:11]([NH:12][C:13]([C:15]2[N:16]=[C:17]([C:20]3[CH:25]=[CH:24][N:23]=[C:22]([NH:26][CH2:34][C:35]([F:36])([F:37])[F:38])[CH:21]=3)[O:18][CH:19]=2)=[O:14])[C:7]([N:5]2[CH2:6][C@@H:2]([N:1]3[CH2:51][CH2:50][O:49][CH2:46][CH2:47]3)[CH2:3][C:4]2=[O:40])=[N:8]1 |f:1.2|. Reported procedure: To a solution of tert-butyl (4-(4-((3-((4S)-4-amino-2-oxopyrrolidin-1-yl)-1-methyl-1H-pyrazol-4-yl)carbamoyl)-1,3-oxazol-2-yl)pyridin-2-yl)(2,2,2-trifluoroethyl)carbamate (79 mg) and sodium hydrogen carbonate (70 mg) in toluene (0.70 mL) was added 2,2′-dibromodiethyl ether (0.035 mL), and the mixture was stirred overnight at 100° C. The reaction mixture was poured into water, and the mixture was extracted with ethyl acetate. The extract was washed with saturated brine, and dried over anhydrous m... The reactants are OC1=CC2=C(C(CO2)=O)C=C1 (6-hydroxybenzofuran-3(2H)-one), N1C=C(C2=CC=CC=C12)C=O (1H-indole-3-carboxaldehyde), Cl (hydrochloric acid). Solvent: C(C)O (ethanol). Reaction conditions: temperature 75 celsius, time 5 hour. Yields the product N1C=C(C2=CC=CC=C12)\C=C\1/OC2=C(C1=O)C=CC(=C2)O ((Z)-2-[(1H-indol-3-yl)methylene]-6-hydroxybenzofuran-3(2H)-one). Yield: 105.4%. RXN SMILES: [OH:1][C:2]1[CH:11]=[CH:10][C:5]2[C:6](=[O:9])[CH2:7][O:8][C:4]=2[CH:3]=1.[NH:12]1[C:20]2[C:15](=[CH:16][CH:17]=[CH:18][CH:19]=2)[C:14]([CH:21]=O)=[CH:13]1.Cl>C(O)C>[NH:12]1[C:20]2[C:15](=[CH:16][CH:17]=[CH:18][CH:19]=2)[C:14](/[CH:21]=[C:7]2\[O:8][C:4]3[CH:3]=[C:2]([OH:1])[CH:11]=[CH:10][C:5]=3[C:6]\2=[O:9])=[CH:13]1. Reported procedure: The synthesis was performed with reference to the known literature (International Patent Publication WO1998/30556). A solution of 6-hydroxybenzofuran-3(2H)-one (2.0 g, 13 mmol) and 1H-indole-3-carboxaldehyde (2.3 g, 16 mmol) in ethanol (100 mL) was added with concentrated hydrochloric acid (10 mL), and the mixture was stirred at 75° C. for 5 hours. The reaction mixture was cooled to room temperature, and then the solid was collected by filtration, and washed with methanol and water to obtain (Z)... Reaction SMILES: [Cl:1][C:2]1[CH:3]=[CH:4][C:5]([C:21]#[N:22])=[C:6]([C:8]2[CH:13]=[CH:12][N:11]([CH:14]([CH2:18][CH3:19])[C:15]([OH:17])=O)[C:10](=[O:20])[CH:9]=2)[CH:7]=1.[NH:23]1[C:27]([C:28]2[CH:34]=[CH:33][C:31]([NH2:32])=[CH:30][CH:29]=2)=[N:26][N:25]=[N:24]1>>[Cl:1][C:2]1[CH:3]=[CH:4][C:5]([C:21]#[N:22])=[C:6]([C:8]2[CH:13]=[CH:12][N:11]([CH:14]([CH2:18][CH3:19])[C:15]([NH:32][C:31]3[CH:33]=[CH:34][C:28]([C:27]4[NH:26][N:25]=[N:24][N:23]=4)=[CH:29][CH:30]=3)=[O:17])[C:10](=[O:20])[CH:9]=2)[CH:7]=1. Starting materials: ClC=1C=CC(=C(C1)C1=CC(N(C=C1)C(C(=O)O)CC)=O)C#N (2-[4-(5-Chloro-2-cyanophenyl)-2-oxopyridin-1(2H)-yl]butanoic acid), N1N=NN=C1C1=CC=C(N)C=C1 (4-(1H-tetrazol-5-yl)aniline). Yields the product ClC=1C=CC(=C(C1)C1=CC(N(C=C1)C(C(=O)NC1=CC=C(C=C1)C1=NN=NN1)CC)=O)C#N (2-[4-(5-Chloro-2-cyanophenyl)-2-oxopyridin-1(2H)-yl]-N-[4-(1H-tetrazol-5-yl)phenyl]butanamide). Procedure details: 212 mg (purity 60%, 0.4 mmol) of 2-[4-(5-chloro-2-cyanophenyl)-2-oxopyridin-1(2H)-yl]butanoic acid (racemate) (Example 3.1C) and 31 mg (0.19 mmol) of 4-(1H-tetrazol-5-yl)aniline were reacted according to General Method 1. Yield: 143 mg (77% of theory) The reactants are O=Cc1cc(Br)cs1, CC#N, [O-][Cl+][O-], [Na+], [Na+], O, OO, O=P([O-])(O)O. Yields the product O=C(O)c1cc(Br)cs1. Reaction SMILES: [Br:1][c:2]1[cH:3][c:4]([CH:7]=[O:8])[s:5][cH:6]1.[CH3:22][C:23]#[N:24].[Cl+:17]([O-:18])[O-:19].[Na+:14].[Na+:20].[OH2:21].[OH:15][OH:16].[P:9](=[O:10])([O-:11])([OH:12])[OH:13]>>[Br:1][c:2]1[cH:3][c:4]([C:7](=[O:8])[OH:10])[s:5][cH:6]1. The reactants are OC1=C(C=CC=C1)C1=NC2=CC(=CC=C2C(=N1)N1CCC(CC1)NC(=O)[C@@H]1OCCC1)C ((R)-Tetrahydro-furan-2-carboxylic acid {1-[2-(2-hydroxy-phenyl)-7-methyl-quinazolin-4-yl]-piperidin-4-yl}-amide), Cl (HCl). The solvent is CCOCC (ether), CCOCC (ether). Yields the product Cl.OC1=C(C=CC=C1)C1=NC2=CC(=CC=C2C(=N1)N1CCC(CC1)NC(=O)[C@@H]1OCCC1)C ((R)-Tetrahydro-furan-2-carboxylic acid {1-[2-(2-hydroxy-phenyl)-7-methyl-quinazolin-4-yl]-piperidin-4-yl}-amide hydrochloride). Yield: 82.0%. RXN SMILES: [OH:1][C:2]1[CH:7]=[CH:6][CH:5]=[CH:4][C:3]=1[C:8]1[N:17]=[C:16]([N:18]2[CH2:23][CH2:22][CH:21]([NH:24][C:25]([C@H:27]3[CH2:31][CH2:30][CH2:29][O:28]3)=[O:26])[CH2:20][CH2:19]2)[C:15]2[C:10](=[CH:11][C:12]([CH3:32])=[CH:13][CH:14]=2)[N:9]=1.[ClH:33]>CCOCC>[ClH:33].[OH:1][C:2]1[CH:7]=[CH:6][CH:5]=[CH:4][C:3]=1[C:8]1[N:17]=[C:16]([N:18]2[CH2:19][CH2:20][CH:21]([NH:24][C:25]([C@H:27]3[CH2:31][CH2:30][CH2:29][O:28]3)=[O:26])[CH2:22][CH2:23]2)[C:15]2[C:10](=[CH:11][C:12]([CH3:32])=[CH:13][CH:14]=2)[N:9]=1 |f:3.4|. Reported procedure: (R)-Tetrahydro-furan-2-carboxylic acid {1-[2-(2-hydroxy-phenyl)-7-methyl-quinazolin-4-yl]-piperidin-4-yl}-amide (303 mg, 0.701 mmol) was dissolved in 9 mL 2:1 dry ether/dry CH2Cl2 and 2.0 M HCl in ether added dropwise (0.35 mL, 0.70 mmol), producing a white precipitate which was collected by filtration to give (R)-Tetrahydro-furan-2-carboxylic acid {1-[2-(2-hydroxy-phenyl)-7-methyl-quinazolin-4-yl]-piperidin-4-yl}-amide hydrochloride (268 mg, 82%). LC/MS: m/z 433.5 (M+H)+ at 2.26 min (10%-99% CH... Reactants: [H-].[Al+3].[Li+].[H-].[H-].[H-] (Lithium aluminum hydride), O (water), C(C)OC(CC=1N=NN(N1)C(C)C)=O ((2-isopropyl-2H-tetrazol-5-yl)-acetic acid ethyl ester), C(C)OC(CC1=NN=NN1C(C)C)=O ((1-isopropyl-1H-tetrazol-5-yl)-acetic acid ethyl ester). Run in O1CCCC1 (tetrahydrofuran), O1CCCC1 (tetrahydrofuran). Run at time 16 hour. The product is C(C)(C)N1N=C(N=N1)CCO (2-(2-isopropyl-2H-tetrazol-5-yl)-ethanol), C(C)(C)N1N=NN=C1CCO (2-(1-isopropyl-1H-tetrazol-5-yl)-ethanol). Isolated yield 95.0%. As a reaction SMILES: [H-].[Al+3].[Li+].[H-].[H-].[H-].C([O:9][C:10](=O)[CH2:11][C:12]1[N:13]=[N:14][N:15]([CH:17]([CH3:19])[CH3:18])[N:16]=1)C.C([O:23][C:24](=O)[CH2:25][C:26]1[N:30]([CH:31]([CH3:33])[CH3:32])[N:29]=[N:28][N:27]=1)C.O>O1CCCC1>[CH:17]([N:15]1[N:14]=[N:13][C:12]([CH2:11][CH2:10][OH:9])=[N:16]1)([CH3:19])[CH3:18].[CH:31]([N:30]1[C:26]([CH2:25][CH2:24][OH:23])=[N:27][N:28]=[N:29]1)([CH3:33])[CH3:32] |f:0.1.2.3.4.5|. Procedure details: Lithium aluminum hydride (2.1 g, 10 mmol) was added slowly to tetrahydrofuran (30 mL) at 0° C. and a mixture of (2-isopropyl-2H-tetrazol-5-yl)-acetic acid ethyl ester and (1-isopropyl-1H-tetrazol-5-yl)-acetic acid ethyl ester (2 g, 10 mmol) in tetrahydrofuran (20 mL) was added under a nitrogen atmosphere. The reaction was allowed to warm to room temperature and stirred for 16 h. After the resulting mixture was cooled at 0° C., water (0.3 mL) was added slowly, and the reaction was stirred for 30 ...